From a dataset of the Open Reaction Database (ORD), a public repository of structured organic reaction records. describe an organic reaction: reactants, conditions, products, and yield Starting materials: O=C([O-])[O-], CCOC(C)=O, CS(C)=O, O=[N+]([O-])c1ccc(Cl)nc1, [Cs+], [Cs+], C1CCOC1, O, O=C(Nc1cn2cc(O)ccc2n1)C1CC1. Product: O=C(Nc1cn2cc(Oc3ccc([N+](=O)[O-])cn3)ccc2n1)C1CC1. As a reaction SMILES: [C:27](=[O:28])([O-:29])[O-:30].[CH3:33][CH2:34][O:35][C:36](=[O:37])[CH3:38].[CH3:39][S:40](=[O:41])[CH3:42].[Cl:17][c:18]1[n:19][cH:20][c:21]([N+:24](=[O:25])[O-:26])[cH:22][cH:23]1.[Cs+:31].[Cs+:32].[O:44]1[CH2:45][CH2:46][CH2:47][CH2:48]1.[OH2:43].[OH:1][c:2]1[cH:3][cH:4][c:5]2[n:6]([cH:7]1)[cH:8][c:9]([NH:11][C:12](=[O:13])[CH:14]1[CH2:15][CH2:16]1)[n:10]2>>[O:1]([c:2]1[cH:3][cH:4][c:5]2[n:6]([cH:7]1)[cH:8][c:9]([NH:11][C:12](=[O:13])[CH:14]1[CH2:15][CH2:16]1)[n:10]2)[c:18]1[n:19][cH:20][c:21]([N+:24](=[O:25])[O-:26])[cH:22][cH:23]1. Product: C1CCCC12C=CC(CC2)=O (Spiro[4.5]dec-6-en-8-one). Procedure details: To a solution of cyclopentanecarbaldehyde (10 g, 100 mmol) in toluene (100 mL) were added methyl vinyl ketone (7.8 g, 110 mmol) and p-toluenesulfonic acid (1.9 g, 10 mmol), and the mixture was stirred at 120° C. for 3 hours, using a Dean-Stark apparatus to remove water. The reaction mixture was air-cooled to room temperature, then saturated aqueous sodium hydrogencarbonate was added, and the mixture was extracted with ethyl acetate. The organic layer was dried over anhydrous magnesium sulfate. T... Reaction SMILES: [CH:1]1([CH:6]=O)[CH2:5][CH2:4][CH2:3][CH2:2]1.[CH:8]([C:10]([CH3:12])=[O:11])=[CH2:9].C1(C)C=CC(S(O)(=O)=O)=CC=1>C1(C)C=CC=CC=1>[CH2:2]1[C:1]2([CH2:6][CH2:12][C:10](=[O:11])[CH:8]=[CH:9]2)[CH2:5][CH2:4][CH2:3]1. Run in C1(=CC=CC=C1)C (toluene). Yield: 39.9%. Starting materials: C1(CCCC1)C=O (cyclopentanecarbaldehyde), C(=C)C(=O)C (methyl vinyl ketone), C1(=CC=C(C=C1)S(=O)(=O)O)C (p-toluenesulfonic acid). Run at temperature 120 celsius, time 3 hour. Reactants: [N+](=O)([O-])C=1C=C(C=O)C=CC1 (3-nitrobenzaldehyde), [Cl-].COC[P+](C1=CC=CC=C1)(C1=CC=CC=C1)C1=CC=CC=C1 ((methoxymethyl)triphenylphosphonium chloride), CC(C)([O-])C.[K+] (potassium tert-butoxide), [Cl-].[NH4+] (ammonium chloride). Solvent: C1(=CC=CC=C1)C (toluene), CCOC(=O)C (EtOAc), C1CCOC1 (THF). Run at temperature -20 celsius, time 1 hour. The product is CO/C=C/C1=CC(=CC=C1)[N+](=O)[O-] ((E)-1-(2-methoxyvinyl)-3-nitrobenzene). Isolated yield 82.9%. As a reaction SMILES: [Cl-].[CH3:2][O:3][CH2:4][P+](C1C=CC=CC=1)(C1C=CC=CC=1)C1C=CC=CC=1.CC(C)([O-])C.[K+].[N+:30]([C:33]1[CH:34]=[C:35]([CH:38]=[CH:39][CH:40]=1)[CH:36]=O)([O-:32])=[O:31].[Cl-].[NH4+]>C1COCC1.C1(C)C=CC=CC=1.CCOC(C)=O>[CH3:2][O:3]/[CH:4]=[CH:36]/[C:35]1[CH:38]=[CH:39][CH:40]=[C:33]([N+:30]([O-:32])=[O:31])[CH:34]=1 |f:0.1,2.3,5.6|. Procedure details: A mixture of (methoxymethyl)triphenylphosphonium chloride (6.79 g 19.85 mmol) in anhydrous THF (50 mL) was cooled to −20° C. and potassium tert-butoxide (2.67 g. 23.82 mmol) was added in lots to give a red reaction mass. The mixture was cooled to −30° C. and a solution of 3-nitrobenzaldehyde (2.0 g, 12.12 mmol) in toluene (15 mL) was added gradually over 30 minutes. The mixture was stirred for 1 hour then EtOAc (2 mL) followed by saturated ammonium chloride were added at 0° C. The reaction mixtu... Starting materials: CC(=O)OC(C)=O, CC(=O)O, ClC(Cl)Cl, Clc1ccc(CNc2cncnc2)c(Cl)c1, O=S(=O)(O)O. Product: CC(=O)N(Cc1ccc(Cl)cc1Cl)c1cncnc1. As a reaction SMILES: [CH3:17][C:18](=[O:19])[O:20][C:21](=[O:22])[CH3:23].[CH3:33][C:34](=[O:35])[OH:36].[CH:29]([Cl:30])([Cl:31])[Cl:32].[Cl:1][c:2]1[c:3]([CH2:4][NH:5][c:6]2[cH:7][n:8][cH:9][n:10][cH:11]2)[cH:12][cH:13][c:14]([Cl:16])[cH:15]1.[S:24](=[O:25])(=[O:26])([OH:27])[OH:28]>>[Cl:1][c:2]1[c:3]([CH2:4][N:5]([c:6]2[cH:7][n:8][cH:9][n:10][cH:11]2)[C:18]([CH3:17])=[O:19])[cH:12][cH:13][c:14]([Cl:16])[cH:15]1. The reactants are CO, COC(=O)c1cc(NS(C)(=O)=O)cc([N+](=O)[O-])c1. The product is COC(=O)c1cc(N)cc(NS(C)(=O)=O)c1. As a reaction SMILES: [CH3:19][OH:20].[CH3:1][O:2][C:3]([c:4]1[cH:5][c:6]([NH:13][S:14](=[O:15])(=[O:16])[CH3:17])[cH:7][c:8]([N+:10]([O-:11])=[O:12])[cH:9]1)=[O:18]>>[CH3:1][O:2][C:3]([c:4]1[cH:5][c:6]([NH:13][S:14](=[O:15])(=[O:16])[CH3:17])[cH:7][c:8]([NH2:10])[cH:9]1)=[O:18]. The reactants are CCCCCCCBr, [Cl-], Cl[Mg]c1ccccc1, [NH4+], CC(=O)[O-], CC(=O)[O-], C1CCOC1, [Pd+2]. The product is CCCCCCCc1ccccc1. As a reaction SMILES: [CH2:1]([CH2:2][CH2:3][CH2:4][CH2:5][CH2:6][CH3:7])[Br:8].[Cl-:17].[Cl:9][Mg:10][c:11]1[cH:12][cH:13][cH:14][cH:15][cH:16]1.[NH4+:18].[O-:20][C:21]([CH3:22])=[O:23].[O-:24][C:25]([CH3:26])=[O:27].[O:28]1[CH2:29][CH2:30][CH2:31][CH2:32]1.[Pd+2:19]>>[CH2:1]([CH2:2][CH2:3][CH2:4][CH2:5][CH2:6][CH3:7])[c:11]1[cH:12][cH:13][cH:14][cH:15][cH:16]1. The reactants are ClC(Cl)Cl, CC(C)N(C(=O)CN1C(=O)C(Cc2nn(C(=O)OC(C)(C)C)c3cc(F)ccc23)C(=O)N(c2ccccc2)c2ccccc21)c1ccccc1, O=C(O)C(F)(F)F. The product is CC(C)N(C(=O)CN1C(=O)C(Cc2n[nH]c3cc(F)ccc23)C(=O)N(c2ccccc2)c2ccccc21)c1ccccc1. As a reaction SMILES: [Cl:58][CH:59]([Cl:60])[Cl:61].[F:1][c:2]1[cH:3][cH:4][c:5]2[c:6]([CH2:18][CH:19]3[C:20](=[O:50])[N:21]([c:44]4[cH:45][cH:46][cH:47][cH:48][cH:49]4)[c:22]4[c:23]([cH:40][cH:41][cH:42][cH:43]4)[N:24]([CH2:27][C:28](=[O:29])[N:30]([c:31]4[cH:32][cH:33][cH:34][cH:35][cH:36]4)[CH:37]([CH3:38])[CH3:39])[C:25]3=[O:26])[n:7][n:8]([C:11]([O:12][C:13]([CH3:14])([CH3:15])[CH3:16])=[O:17])[c:9]2[cH:10]1.[F:51][C:52]([F:53])([F:54])[C:55]([OH:56])=[O:57]>>[F:1][c:2]1[cH:3][cH:4][c:5]2[c:6]([CH2:18][CH:19]3[C:20](=[O:50])[N:21]([c:44]4[cH:45][cH:46][cH:47][cH:48][cH:49]4)[c:22]4[c:23]([cH:40][cH:41][cH:42][cH:43]4)[N:24]([CH2:27][C:28](=[O:29])[N:30]([c:31]4[cH:32][cH:33][cH:34][cH:35][cH:36]4)[CH:37]([CH3:38])[CH3:39])[C:25]3=[O:26])[n:7][nH:8][c:9]2[cH:10]1. The reactants are COC=1C=C(CNCCNCC2=CC(=C(C(=C2)OC)OC)OC)C=C(C1OC)OC (N,N'-bis-(3,4,5-trimethoxybenzyl) ethylenediamine), ClCC=1N=C(SC1)C (4-chloromethyl-2-methylthiazole). The solvent is C(C)O (ethanol), O (water), C(C)O.O (ethanol water). Conditions: temperature 45 celsius. Yields the product CC=1SC=C(N1)CN(CCN(CC1=CC(=C(C(=C1)OC)OC)OC)CC=1N=C(SC1)C)CC1=CC(=C(C(=C1)OC)OC)OC (N,N'-bis-(2-methyl-thiazole-4-ylmethyl)-N,N'-bis-(3,4,5-trimethoxybenzyl) ethylenediamine). As a reaction SMILES: [CH3:1][O:2][C:3]1[CH:4]=[C:5]([CH:24]=[C:25]([O:29][CH3:30])[C:26]=1[O:27][CH3:28])[CH2:6][NH:7][CH2:8][CH2:9][NH:10][CH2:11][C:12]1[CH:17]=[C:16]([O:18][CH3:19])[C:15]([O:20][CH3:21])=[C:14]([O:22][CH3:23])[CH:13]=1.Cl[CH2:32][C:33]1[N:34]=[C:35]([CH3:38])[S:36][CH:37]=1>C(O)C.O.O.C(O)C>[CH3:38][C:35]1[S:36][CH:37]=[C:33]([CH2:32][N:10]([CH2:11][C:12]2[CH:13]=[C:14]([O:22][CH3:23])[C:15]([O:20][CH3:21])=[C:16]([O:18][CH3:19])[CH:17]=2)[CH2:9][CH2:8][N:7]([CH2:32][C:33]2[N:34]=[C:35]([CH3:38])[S:36][CH:37]=2)[CH2:6][C:5]2[CH:24]=[C:25]([O:29][CH3:30])[C:26]([O:27][CH3:28])=[C:3]([O:2][CH3:1])[CH:4]=2)[N:34]=1 |f:2.3|. Reported procedure: 1.5 g N,N'-bis-(3,4,5-trimethoxybenzyl) ethylenediamine dichlorhydrate were solubilized in 30 ml of a 1:1 ethanol/water mixture. The pH of the solution was brought to 11 using a soda solution. A solution of 1.25 g 4-chloromethyl-2-methylthiazole in solution in 10 ml water were added all at once. The mixture was heated for 5 hours at 45° C., while maintaining the pH at between 10 and 11 by adding a soda solution. After cooling, the ethanol was evaporated under a vacuum and the mixture was acidifi... Reaction SMILES: C([O:3][C:4](=[O:33])[CH2:5][O:6][C:7]1[CH:12]=[CH:11][C:10]([S:13][C:14]2[CH:19]=[CH:18][C:17]([CH3:20])=[CH:16][C:15]=2[NH:21][C:22]2[C:31]3[C:26](=[N:27][C:28]([CH3:32])=[CH:29][CH:30]=3)[N:25]=[CH:24][CH:23]=2)=[CH:9][CH:8]=1)C.CCO>[OH-].[Na+]>[CH3:20][C:17]1[CH:18]=[CH:19][C:14]([S:13][C:10]2[CH:11]=[CH:12][C:7]([O:6][CH2:5][C:4]([OH:33])=[O:3])=[CH:8][CH:9]=2)=[C:15]([NH:21][C:22]2[C:31]3[C:26](=[N:27][C:28]([CH3:32])=[CH:29][CH:30]=3)[N:25]=[CH:24][CH:23]=2)[CH:16]=1 |f:2.3|. Procedure details: The product from Example 64 (0.246 g 0.535 mmol) was dissolved in 10 mL of 5% NaOH and 10 mL of EtOH and heated to 100° C. for 2 hrs and then stirred at room temperature for 110 hrs. At this time all the solvent was removed under vacuum and the brown oil was redissolved in water, to which 2 mL of HCl was added and a yellow precipitate formed. Precipitate collected by filtration and solid dried in under vacuum overnight (150 mg, 64%) 1H NMR (300 MHz, DMSO-d6) δ ppm: 2.33 (s, 3H), 2.75 (s, 3H), 5.... Reactants: C(C)OC(COC1=CC=C(C=C1)SC1=C(C=C(C=C1)C)NC1=CC=NC2=NC(=CC=C12)C)=O ({4-[4-Methyl-2-(7-methyl-[1,8]naphthyridin-4-ylamino)-phenylsulfanyl]-phenoxy}-acetic acid ethyl ester), CCO (EtOH). Solvent: [OH-].[Na+] (NaOH). Reaction conditions: time 110 hour. The product is CC1=CC(=C(C=C1)SC1=CC=C(OCC(=O)O)C=C1)NC1=CC=NC2=NC(=CC=C12)C ({4-[4-Methyl-2-(7-methyl-[1,8]naphthyridin-4-ylamino)-phenylsulfanyl]-phenoxy}-acetic acid). Reactants: COC(=O)c1ccc(-c2ccccc2NC(=O)OC(C)(C)C)cc1[N+](=O)[O-], CI, CCOCC, CN(C)C=O, [H-], [Na+], O, O=C(O)CC(O)(CC(=O)O)C(=O)O. The product is COC(=O)c1ccc(-c2ccccc2N(C)C(=O)OC(C)(C)C)cc1[N+](=O)[O-]. Reaction SMILES: [C:3]([CH3:4])([CH3:5])([CH3:6])[O:7][C:8](=[O:9])[NH:10][c:11]1[c:12](-[c:17]2[cH:18][c:19]([N+:27](=[O:28])[O-:29])[c:20]([C:21](=[O:22])[O:23][CH3:24])[cH:25][cH:26]2)[cH:13][cH:14][cH:15][cH:16]1.[CH3:30][I:31].[CH3:45][CH2:46][O:47][CH2:48][CH3:49].[CH3:51][N:52]([CH3:53])[CH:54]=[O:55].[H-:1].[Na+:2].[OH2:50].[OH:32][C:33]([CH2:34][C:35]([C:36](=[O:37])[OH:38])([CH2:39][C:40](=[O:41])[OH:42])[OH:43])=[O:44]>>[C:3]([CH3:4])([CH3:5])([CH3:6])[O:7][C:8](=[O:9])[N:10]([c:11]1[c:12](-[c:17]2[cH:18][c:19]([N+:27](=[O:28])[O-:29])[c:20]([C:21](=[O:22])[O:23][CH3:24])[cH:25][cH:26]2)[cH:13][cH:14][cH:15][cH:16]1)[CH3:33].